Dataset: the Open Reaction Database (ORD), a public repository of structured organic reaction records. Task: describe an organic reaction: reactants, conditions, products, and yield Reactants: CC(=O)[O-], CCO, CCOCC, CCOC(=O)C1=Cc2cc(C=O)ccc2OC1C(F)(F)F, Cl, NO, [Na+], O. The product is CCOC(=O)C1=Cc2cc(C=NO)ccc2OC1C(F)(F)F. RXN SMILES: [CH3:26][C:27](=[O:28])[O-:29].[CH3:30][CH2:31][OH:32].[CH3:34][CH2:35][O:36][CH2:37][CH3:38].[CH:4](=[O:5])[c:6]1[cH:7][cH:8][c:9]2[c:10]([cH:24]1)[CH:11]=[C:12]([C:19](=[O:20])[O:21][CH2:22][CH3:23])[CH:13]([C:15]([F:16])([F:17])[F:18])[O:14]2.[ClH:3].[NH2:1][OH:2].[Na+:25].[OH2:33]>>[N:1]([OH:2])=[CH:4][c:6]1[cH:7][cH:8][c:9]2[c:10]([cH:24]1)[CH:11]=[C:12]([C:19](=[O:20])[O:21][CH2:22][CH3:23])[CH:13]([C:15]([F:16])([F:17])[F:18])[O:14]2. The reactants are O=C([O-])[O-], CC1CN(C(=O)OC(C)(C)C)CC(C)N1, CC#N, CCOC(=O)CCl, [I-], [K+], [K+], [K+]. Yields the product CCOC(=O)CN1C(C)CN(C(=O)OC(C)(C)C)CC1C. As a reaction SMILES: [C:23](=[O:24])([O-:25])[O-:26].[CH3:1][CH:2]1[CH2:3][N:4]([C:9](=[O:10])[O:11][C:12]([CH3:13])([CH3:14])[CH3:15])[CH2:5][CH:6]([CH3:8])[NH:7]1.[CH3:31][C:32]#[N:33].[Cl:16][CH2:17][C:18](=[O:19])[O:20][CH2:21][CH3:22].[I-:30].[K+:27].[K+:28].[K+:29]>>[CH3:1][CH:2]1[CH2:3][N:4]([C:9](=[O:10])[O:11][C:12]([CH3:13])([CH3:14])[CH3:15])[CH2:5][CH:6]([CH3:8])[N:7]1[CH2:17][C:18](=[O:19])[O:20][CH2:21][CH3:22]. Reactants: N (ammonia), BrC1=CC2=C(N(N=C2C=C1)C)C (5-bromo-2,3-dimethyl-2H-indazole), C(C1=CC=CC=C1)OC1=CC(NC=C1)=O (4-(benzyloxy)pyridin-2(1H)-one), C([O-])([O-])=O.[K+].[K+] (potassium carbonate), CNCCNC (N,N′-dimethylethylenediamine). The reagents and catalysts are [Cu]I (copper(I) iodide). The solvent is CS(=O)C (DMSO). Reaction conditions: temperature 150 celsius, time 3 hour. The product is C(C1=CC=CC=C1)OC1=CC(N(C=C1)C1=CC2=C(N(N=C2C=C1)C)C)=O (4-(benzyloxy)-1-(2,3-dimethyl-2H-indazol-5-yl)pyridin-2(1H)-one). Yield: 65.3%. RXN SMILES: Br[C:2]1[CH:10]=[CH:9][C:8]2[C:4](=[C:5]([CH3:12])[N:6]([CH3:11])[N:7]=2)[CH:3]=1.[CH2:13]([O:20][C:21]1[CH:26]=[CH:25][NH:24][C:23](=[O:27])[CH:22]=1)[C:14]1[CH:19]=[CH:18][CH:17]=[CH:16][CH:15]=1.C(=O)([O-])[O-].[K+].[K+].CNCCNC.N>CS(C)=O.[Cu]I>[CH2:13]([O:20][C:21]1[CH:26]=[CH:25][N:24]([C:2]2[CH:10]=[CH:9][C:8]3[C:4](=[C:5]([CH3:12])[N:6]([CH3:11])[N:7]=3)[CH:3]=2)[C:23](=[O:27])[CH:22]=1)[C:14]1[CH:15]=[CH:16][CH:17]=[CH:18][CH:19]=1 |f:2.3.4|. Procedure: A suspension of 5-bromo-2,3-dimethyl-2H-indazole (1.85 g), 4-(benzyloxy)pyridin-2(1H)-one (1.65 g), potassium carbonate (3.41 g), copper(I) iodide (1.57 g) and N,N′-dimethylethylenediamine (0.73 g) in DMSO (30 ml) was stirred at 150° C. for 3 hr. The reaction mixture was cooled to room temperature, and added to 28% aqueous ammonia, and the obtained precipitates were collected by filtration. The obtained solid was washed with water and diisopropyl ether, and dried under reduced pressure to give t... Reactants: CC(OCC)=O (EA), C(C)(C)(C)C=1C=C(C=C(C1)OCCOC1OCCCC1)C(C)=O (1-{3-tert-Butyl-5-[2-(tetrahydropyran-2-yloxy)ethoxy]phenyl}ethanone), C(CC(O)(C(=O)O)CC(=O)O)(=O)O (citric acid), [Br-].[Br-].[Br-].C1(=CC=CC=C1)[N+](C)(C)C.C1(=CC=CC=C1)[N+](C)(C)C.C1(=CC=CC=C1)[N+](C)(C)C (phenyltrimethylammonium tribromide). Run in CO.C1CCOC1 (methanol THF). Run at time 3 hour. Product: BrCC(=O)C1=CC(=CC(=C1)OCCO)C(C)(C)C (2-Bromo-1-[3-tert-butyl-5-(2-hydroxyethoxy)phenyl]ethanone). Yield: 104.7%. RXN SMILES: [C:1]([C:5]1[CH:6]=[C:7]([C:21](=[O:23])[CH3:22])[CH:8]=[C:9]([O:11][CH2:12][CH2:13][O:14]C2CCCCO2)[CH:10]=1)([CH3:4])([CH3:3])[CH3:2].[Br-:24].[Br-].[Br-].C1([N+](C)(C)C)C=CC=CC=1.C1([N+](C)(C)C)C=CC=CC=1.C1([N+](C)(C)C)C=CC=CC=1.C(O)(=O)CC(CC(O)=O)(C(O)=O)O.CC(=O)OCC>CO.C1COCC1>[Br:24][CH2:22][C:21]([C:7]1[CH:8]=[C:9]([O:11][CH2:12][CH2:13][OH:14])[CH:10]=[C:5]([C:1]([CH3:4])([CH3:3])[CH3:2])[CH:6]=1)=[O:23] |f:1.2.3.4.5.6,9.10|. Procedure: 1-{3-tert-Butyl-5-[2-(tetrahydropyran-2-yloxy)ethoxy]phenyl}ethanone (O2.061; 3.9 g) was dissolved in methanol/THF (60 ml/60 ml) and admixed while stirring with phenyltrimethylammonium tribromide (5.03 g). After stirring at RT for 3 h, the mixture was added to 20% citric acid and stirred for 1 h. After adding EA, the EA phase was removed, dried and concentrated. The residue was purified using silica gel (80 g cartridge, n-heptane/EA gradient of 0-50% within 60 min). 2.56 g of the title compound ... Reactants: O=C([O-])[O-], CC(C)=O, CI, [K+], [K+], Oc1ccc(S)cc1. Product: CSc1ccc(O)cc1. Reaction SMILES: [C:3](=[O:4])([O-:5])[O-:6].[CH3:17][C:18](=[O:19])[CH3:20].[CH3:1][I:2].[K+:7].[K+:8].[OH:9][c:10]1[cH:11][cH:12][c:13]([SH:16])[cH:14][cH:15]1>>[CH3:3][S:16][c:13]1[cH:12][cH:11][c:10]([OH:9])[cH:15][cH:14]1. Reactants: O=C(n1ccnc1)n1ccnc1, C1COCCN1, C1CCOC1, NS(=O)(=O)c1cccc(C(=O)O)c1. The product is NS(=O)(=O)c1cccc(C(=O)N2CCOCC2)c1. Reaction SMILES: [C:14]([n:15]1[cH:16][cH:17][n:18][cH:19]1)([n:20]1[cH:21][cH:22][n:23][cH:24]1)=[O:25].[CH2:26]1[CH2:27][O:28][CH2:29][CH2:30][NH:31]1.[CH2:32]1[O:33][CH2:34][CH2:35][CH2:36]1.[NH2:1][S:2](=[O:3])(=[O:4])[c:5]1[cH:6][c:7]([C:8](=[O:9])[OH:10])[cH:11][cH:12][cH:13]1>>[NH2:1][S:2](=[O:3])(=[O:4])[c:5]1[cH:6][c:7]([C:8](=[O:10])[N:31]2[CH2:26][CH2:27][O:28][CH2:29][CH2:30]2)[cH:11][cH:12][cH:13]1. Reactants: C1(CC1)NC(NC1=CC(=C(C=C1)C=1N=C(C2=C(N1)CN(C2)C(=O)OC(C)(C)C)N2CCOCC2)F)=O (tert-Butyl 2-(4-(3-cyclopropylureido)-2-fluorophenyl)-4-morpholino-5H-pyrrolo[3,4-d]pyrimidine-6(7H)-carboxylate), ClC=1N=C(C2=C(N1)CN(C2)C(=O)OC(C)(C)C)N2[C@H](COCC2)C ((S)-tert-butyl 2-chloro-4-(3-methylmorpholino)-5H-pyrrolo[3,4-d]pyrimidine-6(7H)-carboxylate), ClC=1N=C(C2=C(N1)CN(C2)C(=O)OC(C)(C)C)N2[C@H](COCC2)C ((S)-tert-butyl 2-chloro-4-(3-methylmorpholino)-5H-pyrrolo[3,4-d]pyrimidine-6(7H)-carboxylate). Yields the product C1(CC1)NC(NC1=CC(=C(C=C1)C=1N=C(C2=C(N1)CN(C2)C(=O)OC(C)(C)C)N2[C@H](COCC2)C)F)=O ((S)-tert-Butyl 2-(4-(3-cyclopropylureido)-2-fluorophenyl)-4-(3-methylmorpholino)-5H-pyrrolo[3,4-d]pyrimidine-6(7H)-carboxylate). Reaction SMILES: [CH:1]1([NH:4][C:5](=[O:36])[NH:6][C:7]2[CH:12]=[CH:11][C:10]([C:13]3[N:14]=[C:15]([N:29]4[CH2:34][CH2:33][O:32][CH2:31][CH2:30]4)[C:16]4[CH2:21][N:20]([C:22]([O:24][C:25]([CH3:28])([CH3:27])[CH3:26])=[O:23])[CH2:19][C:17]=4[N:18]=3)=[C:9]([F:35])[CH:8]=2)[CH2:3][CH2:2]1.Cl[C:38]1N=C(N2CCOC[C@@H]2C)C2CN(C(OC(C)(C)C)=O)CC=2N=1>>[CH:1]1([NH:4][C:5](=[O:36])[NH:6][C:7]2[CH:12]=[CH:11][C:10]([C:13]3[N:14]=[C:15]([N:29]4[CH2:30][CH2:31][O:32][CH2:33][C@@H:34]4[CH3:38])[C:16]4[CH2:21][N:20]([C:22]([O:24][C:25]([CH3:27])([CH3:28])[CH3:26])=[O:23])[CH2:19][C:17]=4[N:18]=3)=[C:9]([F:35])[CH:8]=2)[CH2:2][CH2:3]1. Reported procedure: Method as described for tert-Butyl 2-(4-(3-cyclopropylureido)-2-fluorophenyl)-4-morpholino-5H-pyrrolo[3,4-d]pyrimidine-6(7H)-carboxylate (example 143) using (S)-tert-butyl 2-chloro-4-(3-methylmorpholino)-5H-pyrrolo[3,4-d]pyrimidine-6(7H)-carboxylate (intermediate 1). Reactants: [Mg+]Cc1ccccc1, CCOC1=CC(=O)CC1, [Cl-]. Yields the product O=C1C=C(Cc2ccccc2)CC1. RXN SMILES: [CH2:11]([c:12]1[cH:13][cH:14][cH:15][cH:16][cH:17]1)[Mg+:18].[CH2:1]([O:2][C:4]1=[CH:5][C:6](=[O:9])[CH2:7][CH2:8]1)[CH3:3].[Cl-:10]>>[C:4]1([CH2:11][c:12]2[cH:13][cH:14][cH:15][cH:16][cH:17]2)=[CH:5][C:6](=[O:9])[CH2:7][CH2:8]1. RXN SMILES: [Cl:9][C:10](=[O:11])[O:12][CH2:13][CH3:14].[NH2:1][c:2]1[c:3]([Br:8])[n:4][cH:5][cH:6][cH:7]1.[cH:15]1[cH:16][cH:17][n:18][cH:19][cH:20]1>>[NH:1]([c:2]1[c:3]([Br:8])[n:4][cH:5][cH:6][cH:7]1)[C:10](=[O:11])[O:12][CH2:13][CH3:14]. Yields the product CCOC(=O)Nc1cccnc1Br. Reactants: CCOC(=O)Cl, Nc1cccnc1Br, c1ccncc1. The reactants are ClC(C(=O)OCC)(O)C1=CC2=CC=C(C=C2C=C1)OC (ethyl α-chloro-6-methoxy-2-naphthylglycolate), S(=O)(Cl)Cl (thionyl chloride). Yields the product ClC(C(=O)OCC)C1=CC2=CC=C(C=C2C=C1)OC (ethyl α-chloro-6-methoxy-2-naphthylacetate). RXN SMILES: [Cl:1][C:2]([C:9]1[CH:18]=[CH:17][C:16]2[C:11](=[CH:12][CH:13]=[C:14]([O:19][CH3:20])[CH:15]=2)[CH:10]=1)(O)[C:3]([O:5][CH2:6][CH3:7])=[O:4].S(Cl)(Cl)=O>>[Cl:1][CH:2]([C:9]1[CH:18]=[CH:17][C:16]2[C:11](=[CH:12][CH:13]=[C:14]([O:19][CH3:20])[CH:15]=2)[CH:10]=1)[C:3]([O:5][CH2:6][CH3:7])=[O:4]. Reported procedure: A mixture of 0.747 mole of ethyl α-chloro-6-methoxy-2-naphthylglycolate is stirred with 106.67 g. (0.895 mole) of thionyl chloride at room temperature for 24 hours and then heated to reflux for 6 hours. The cold reaction mixture is poured into 1125 ml. of ice-cold water with stirring. The mixture is extracted with 800 ml. of ether. The ethereal solution is washed with 450 ml. of cold saturated sodium hydrocarbonate solution followed by washing twice, each time with 250 ml. of cold water. The eth...